This data is from the Open Reaction Database (ORD), a public repository of structured organic reaction records. The task is: describe an organic reaction: reactants, conditions, products, and yield Reactants: NC1=C(C(=O)O)C=CC=C1F (2-amino-3-fluorobenzoic acid), BrN1C(CCC1=O)=O (N-bromosuccinimide), ClCCl (dichloromethane). Run at time 2 hour. The product is NC1=C(C(=O)O)C=C(C=C1Cl)Br (2-amino-5-bromo-3-chlorobenzoic acid). Isolated yield 89.0%. As a reaction SMILES: [NH2:1][C:2]1C(F)=[CH:9][CH:8]=[CH:7][C:3]=1[C:4]([OH:6])=[O:5].[Br:12]N1C(=O)CCC1=O.Cl[CH2:21][Cl:22]>>[NH2:1][C:2]1[C:21]([Cl:22])=[CH:9][C:8]([Br:12])=[CH:7][C:3]=1[C:4]([OH:6])=[O:5]. Reported procedure: To a solution of 2-amino-3-fluorobenzoic acid (10.0 g, 58.5 mmol) in dichloromethane (150 mL) was added N-bromosuccinimide (10.4 g, 58.5 mmol), and the mixture was stirred at room temperature for 2 hours. LCMS showed the reaction was completed. The solid was filtered and washed with dichloromethane (100 mL×3) to give the title compound as a white solid (13.0 g, 89%), which was directly used in the next step without further purification. MS (ES+) C7H5BrClNO2 requires: 249, 251, found: 250, 252 [M... Starting materials: C(C)(C)(C)C1(OCC(CO1)(C)C)C=1SC(=CC1)SCC(=O)O (2-[2-(2-t-butyl-5,5-dimethyl-1,3-dioxan-2-yl)thien-5-ylthio]acetic acid), [N+](=O)(OCC(C)C)[O-] (isobutyl nitrate). Product: C(C)(C)(C)C1(OCC(CO1)(C)C)C1=CC=C(S1)SC[N+](=O)[O-] (2-t-butyl-5,5-dimethyl- 2-[2-(nitromethylthio)thien-5-yl]-1,3-dioxane). Isolated yield 47.0%. As a reaction SMILES: [C:1]([C:5]1([C:13]2[S:14][C:15]([S:18][CH2:19]C(O)=O)=[CH:16][CH:17]=2)[O:10][CH2:9][C:8]([CH3:12])([CH3:11])[CH2:7][O:6]1)([CH3:4])([CH3:3])[CH3:2].[N+:23]([O-])([O:25]CC(C)C)=[O:24]>>[C:1]([C:5]1([C:13]2[S:14][C:15]([S:18][CH2:19][N+:23]([O-:25])=[O:24])=[CH:16][CH:17]=2)[O:10][CH2:9][C:8]([CH3:12])([CH3:11])[CH2:7][O:6]1)([CH3:4])([CH3:3])[CH3:2]. Procedure details: Using a similar nitration procedure to that described in Example 9, but starring from acid (C) and using isobutyl nitrate in place of isoamyl nitrate, there was obtained 2-t-butyl-5,5-dimethyl- 2-[2-(nitromethylthio)thien-5-yl]-1,3-dioxane (D) as an oil, in 47% yield; NMR: 0.6(s, 3H), 0.96(s, 9H), 1.2(s, 3H), 3.36(dd, 2H), 3.55(d, 2H), 5.32(s, 2H), 6.82(d, 1H), 7.22(d, 1H); m/e (chemical ionisation) 346 (M+H)+. Starting materials: CCCCCC(C(=O)O)c1ccc2c(c1)OCCC2(C)C, CN(C)c1ccncc1, C(=NC1CCCCC1)=NC1CCCCC1, ClCCl, O=C(OCc1ccccc1)c1ccc(O)cc1. The product is CCCCCC(C(=O)Oc1ccc(C(=O)OCc2ccccc2)cc1)c1ccc2c(c1)OCCC2(C)C. RXN SMILES: [CH3:1][C:2]1([CH3:21])[CH2:3][CH2:4][O:5][c:6]2[cH:7][c:8]([CH:12]([C:13](=[O:14])[OH:15])[CH2:16][CH2:17][CH2:18][CH2:19][CH3:20])[cH:9][cH:10][c:11]21.[CH3:57][N:58]([c:59]1[cH:60][cH:61][n:62][cH:63][cH:64]1)[CH3:65].[CH:39]1([N:40]=[C:41]=[N:42][CH:43]2[CH2:44][CH2:45][CH2:46][CH2:47][CH2:48]2)[CH2:49][CH2:50][CH2:51][CH2:52][CH2:53]1.[Cl:54][CH2:55][Cl:56].[OH:22][c:23]1[cH:24][cH:25][c:26]([C:27](=[O:28])[O:29][CH2:30][c:31]2[cH:32][cH:33][cH:34][cH:35][cH:36]2)[cH:37][cH:38]1>>[CH3:1][C:2]1([CH3:21])[CH2:3][CH2:4][O:5][c:6]2[cH:7][c:8]([CH:12]([C:13]([O:14][c:23]3[cH:24][cH:25][c:26]([C:27](=[O:28])[O:29][CH2:30][c:31]4[cH:32][cH:33][cH:34][cH:35][cH:36]4)[cH:37][cH:38]3)=[O:15])[CH2:16][CH2:17][CH2:18][CH2:19][CH3:20])[cH:9][cH:10][c:11]21. Starting materials: CSC(=C[N+](=O)[O-])SC, CC#N, CN(C)Cc1ccc2cc(CSCCN)oc2c1. The product is CSC(=C[N+](=O)[O-])NCCSCc1cc2ccc(CN(C)C)cc2o1. Reaction SMILES: [CH3:19][S:20][C:21](=[CH:22][N+:23](=[O:24])[O-:25])[S:26][CH3:27].[CH3:28][C:29]#[N:30].[NH2:1][CH2:2][CH2:3][S:4][CH2:5][c:6]1[o:7][c:8]2[c:9]([cH:10]1)[cH:11][cH:12][c:13]([CH2:15][N:16]([CH3:17])[CH3:18])[cH:14]2>>[NH:1]([CH2:2][CH2:3][S:4][CH2:5][c:6]1[o:7][c:8]2[c:9]([cH:10]1)[cH:11][cH:12][c:13]([CH2:15][N:16]([CH3:17])[CH3:18])[cH:14]2)[C:21]([S:20][CH3:19])=[CH:22][N+:23](=[O:24])[O-:25]. Starting materials: C(C1=CC=CC=C1)Br (benzyl bromide), N1C(=O)C(=O)C2=CC=CC=C12 (isatin), [H-].[Na+] (sodium hydride). Run in CN(C=O)C (N,N-dimethylformamide), CN(C=O)C (N,N-dimethylformamide), CN(C=O)C (N,N-dimethylformamide). Conditions: time 30 minute. Product: C(C1=CC=CC=C1)N1C(=O)C(=O)C2=CC=CC=C12 (N-Benzylisatin). Isolated yield 66.7%. As a reaction SMILES: [NH:1]1[C:11]2[C:6](=[CH:7][CH:8]=[CH:9][CH:10]=2)[C:4](=[O:5])[C:2]1=[O:3].[H-].[Na+].[CH2:14](Br)[C:15]1[CH:20]=[CH:19][CH:18]=[CH:17][CH:16]=1>CN(C)C=O>[CH2:14]([N:1]1[C:11]2[C:6](=[CH:7][CH:8]=[CH:9][CH:10]=2)[C:4](=[O:5])[C:2]1=[O:3])[C:15]1[CH:20]=[CH:19][CH:18]=[CH:17][CH:16]=1 |f:1.2|. Reported procedure: A solution of 44 g of isatin in 200 ml of N,N-dimethylformamide was added dropwise to a suspension of 16.0 g of sodium hydride (60%) in 100 ml of N,N-dimethylformamide at 0° C. in a nitrogen stream. After the mixture was stirred at that temperature for 30 minutes, a solution of 61.5 g of benzyl bromide in 100 ml of N,N-dimethylformamide was added thereto. The whole mixture was stirred for 1 hour and then concentrated. Chloroform was added to the residue, and the mixture was washed with saturated... Reactants: C1(=CC=CC=C1)C1=NC=C2NC(NC2=N1)=O (2-phenyl-7,9-dihydro-8H-purine-8-one), N1(CCCC1)C(=O)Cl (1-pyrrolidinecarbonyl chloride), N12CCN(CC1)CC2 (1,4-diazabicyclo[2.2.2]octane), CN(C=O)C (N,N-dimethylformamide). Solvent: O (water). Reaction conditions: time 10 hour. Product: C1(=CC=CC=C1)C1=NC=C2N(C(NC2=N1)=O)C(=O)N1CCCC1 (2-phenyl-7-(pyrrolidin-1-ylcarbonyl)-7,9-dihydro-8H-purine-8-one). Reaction SMILES: [C:1]1([C:7]2[N:15]=[C:14]3[C:10]([NH:11][C:12](=[O:16])[NH:13]3)=[CH:9][N:8]=2)[CH:6]=[CH:5][CH:4]=[CH:3][CH:2]=1.N12CCN(CC1)CC2.CN(C)C=O.[N:30]1([C:35](Cl)=[O:36])[CH2:34][CH2:33][CH2:32][CH2:31]1>O>[C:1]1([C:7]2[N:15]=[C:14]3[C:10]([N:11]([C:35]([N:30]4[CH2:34][CH2:33][CH2:32][CH2:31]4)=[O:36])[C:12](=[O:16])[NH:13]3)=[CH:9][N:8]=2)[CH:2]=[CH:3][CH:4]=[CH:5][CH:6]=1. Procedure details: To a mixture of 2-phenyl-7,9-dihydro-8H-purine-8-one <prepared according to the similar method to those of Reference Example 19> (4.0 g), 1,4-diazabicyclo[2.2.2]octane (2.2 g) and N,N-dimethylformamide (50 ml) was added dropwise 1-pyrrolidinecarbonyl chloride (2.6 g) at room temperature and the mixture was stirred for 10 hours. To the reaction mixture was added water (100 ml), and the crystals precipitated were collected by filtration and was dried to give the title compound 4.8 g.